This data is from the Open Reaction Database (ORD), a public repository of structured organic reaction records. The task is: describe an organic reaction: reactants, conditions, products, and yield Starting materials: CC(Oc1ccc(S(C)(=O)=O)cc1C(=O)O)C(F)(F)F, Cl, O=S(=O)(c1cccnc1)c1cnc(N2CCNCC2)s1. The product is CC(Oc1ccc(S(C)(=O)=O)cc1C(=O)N1CCN(c2ncc(S(=O)(=O)c3cccnc3)s2)CC1)C(F)(F)F. Reaction SMILES: [CH3:1][S:2](=[O:3])(=[O:4])[c:5]1[cH:6][cH:7][c:8]([O:14][CH:15]([C:16]([F:17])([F:18])[F:19])[CH3:20])[c:9]([C:10](=[O:11])[OH:12])[cH:13]1.[ClH:21].[n:22]1[cH:23][c:24]([S:28](=[O:29])(=[O:30])[c:31]2[cH:32][n:33][c:34]([N:36]3[CH2:37][CH2:38][NH:39][CH2:40][CH2:41]3)[s:35]2)[cH:25][cH:26][cH:27]1>>[CH3:1][S:2](=[O:3])(=[O:4])[c:5]1[cH:6][cH:7][c:8]([O:14][CH:15]([C:16]([F:17])([F:18])[F:19])[CH3:20])[c:9]([C:10](=[O:12])[N:39]2[CH2:38][CH2:37][N:36]([c:34]3[n:33][cH:32][c:31]([S:28]([c:24]4[cH:23][n:22][cH:27][cH:26][cH:25]4)(=[O:29])=[O:30])[s:35]3)[CH2:41][CH2:40]2)[cH:13]1.